The task is: describe an organic reaction: reactants, conditions, products, and yield. This data is from the Open Reaction Database (ORD), a public repository of structured organic reaction records. Starting materials: C(#N)CC(=O)OC (methyl cyanoacetate), [H-].[Na+] (sodium hydride), FC(C1=CC=C(C=C1)N=C=O)(F)F (4-trifluoromethylphenyl isocyanate). Solvent: C1CCOC1 (THF). The product is COC(C(C#N)C(NC1=CC=C(C=C1)C(F)(F)F)=O)=O (βMethoxy-β-oxo-α-(4-trifluoromethylphenyl)carbamoylpropionitrile). As a reaction SMILES: [C:1]([CH2:3][C:4]([O:6][CH3:7])=[O:5])#[N:2].[H-].[Na+].[F:10][C:11]([F:22])([F:21])[C:12]1[CH:17]=[CH:16][C:15]([N:18]=[C:19]=[O:20])=[CH:14][CH:13]=1>C1COCC1>[CH3:7][O:6][C:4](=[O:5])[CH:3]([C:19](=[O:20])[NH:18][C:15]1[CH:16]=[CH:17][C:12]([C:11]([F:10])([F:22])[F:21])=[CH:13][CH:14]=1)[C:1]#[N:2] |f:1.2|. Procedure: The anion of methyl cyanoacetate (2.20 g, 22.2 mmoles) was made at 0° C. using sodium hydride (0.8 g, 22 mmoles) in 70 ml of THF and treated dropwise with 4-trifluoromethylphenyl isocyanate (4.1 g, 22 mmoles). After one hour at 0° C. the solvent was removed and the residue was partitioned between 1N HCl and ethyl acetate. The organic layer was washed with brine, dried and partially concentrated in vacuo to precipitate the title compound (3.8 g) as a white solid, mp 186°-189° C. Product: Cc1ccc(-n2nccn2)c(CCl)c1. Starting materials: Cc1ccc(-n2nccn2)c(CO)c1, ClC(Cl)Cl, O=S(Cl)Cl. RXN SMILES: [CH3:1][c:2]1[cH:3][cH:4][c:5](-[n:10]2[n:11][cH:12][cH:13][n:14]2)[c:6]([CH2:8][OH:9])[cH:7]1.[CH:19]([Cl:20])([Cl:21])[Cl:22].[S:15]([Cl:16])([Cl:17])=[O:18]>>[CH3:1][c:2]1[cH:3][cH:4][c:5](-[n:10]2[n:11][cH:12][cH:13][n:14]2)[c:6]([CH2:8][Cl:17])[cH:7]1. Reactants: ClCCl, CS(=O)(=O)NCc1ccc2[nH]cc(CCCCS(=O)(=O)[O-])c2c1, COc1cncnc1N1CCNCC1, CC#N, CO, CCN(C(C)C)C(C)C, [I-], [K+]. The product is COc1cncnc1N1CCN(CCCc2c[nH]c3ccc(CNS(C)(=O)=O)cc23)CC1. Reaction SMILES: [CH2:52]([Cl:53])[Cl:54].[CH3:1][S:2](=[O:3])(=[O:4])[NH:5][CH2:6][c:7]1[cH:8][c:9]2[c:10]([CH2:16][CH2:17][CH2:18][CH2:19][S:20]([O-:21])(=[O:22])=[O:23])[cH:11][nH:12][c:13]2[cH:14][cH:15]1.[CH3:35][O:36][c:37]1[c:38]([N:43]2[CH2:44][CH2:45][NH:46][CH2:47][CH2:48]2)[n:39][cH:40][n:41][cH:42]1.[CH3:49][C:50]#[N:51].[CH3:55][OH:56].[CH:26]([N:27]([CH2:28][CH3:29])[CH:30]([CH3:31])[CH3:32])([CH3:33])[CH3:34].[I-:25].[K+:24]>>[CH3:1][S:2](=[O:3])(=[O:4])[NH:5][CH2:6][c:7]1[cH:8][c:9]2[c:10]([CH2:16][CH2:17][CH2:18][N:46]3[CH2:45][CH2:44][N:43]([c:38]4[c:37]([O:36][CH3:35])[cH:42][n:41][cH:40][n:39]4)[CH2:48][CH2:47]3)[cH:11][nH:12][c:13]2[cH:14][cH:15]1. Starting materials: C(C1=CC=CC=C1)=O (benzaldehyde), C(C)(=O)O (acetic acid), N1CCCCC1 (piperidine), O=C1CCC2=CC(=CC=C12)NC(C)=O (N-(1-oxoindan-5-yl)acetamide). Product: C(C1=CC=CC=C1)=C1C(C2=CC=C(C=C2C1)NC(C)=O)=O (N-(2-benzylidene-1-oxo-indan-5-yl)acetamide). Procedure details: A mixture of N-(1-oxoindan-5-yl)acetamide (10.0 g, obtained from the Maybridge Chemical Co. Ltd), benzaldehyde (6.73 g), glacial acetic acid (1.06 g) and piperidine (10.8 g) was heated to 90° C. under nitrogen. Methanol (200 ml) was added and the mixture was cooled and then filtered to give N-(2-benzylidene-1-oxo-indan-5-yl)acetamide (13.47 g). The solvent is CO (Methanol). Reaction SMILES: [O:1]=[C:2]1[C:10]2[C:5](=[CH:6][C:7]([NH:11][C:12](=[O:14])[CH3:13])=[CH:8][CH:9]=2)[CH2:4][CH2:3]1.[CH:15](=O)[C:16]1[CH:21]=[CH:20][CH:19]=[CH:18][CH:17]=1.C(O)(=O)C.N1CCCCC1>CO>[CH:15](=[C:3]1[CH2:4][C:5]2[C:10](=[CH:9][CH:8]=[C:7]([NH:11][C:12](=[O:14])[CH3:13])[CH:6]=2)[C:2]1=[O:1])[C:16]1[CH:21]=[CH:20][CH:19]=[CH:18][CH:17]=1. Reactants: CC=1NC2=CC=C(C=C2C1)OC1=NC=NC2=CC(=CC=C12)OCC1CCNCC1 (4-(2-methylindol-5-yloxy)-7-(piperidin-4-ylmethoxy)quinazoline), COCC=O (methoxyacetaldehyde). The product is COCCN1CCC(CC1)COC1=CC=C2C(=NC=NC2=C1)OC=1C=C2C=C(NC2=CC1)C (7-(1-(2-methoxyethyl)piperidin-4-ylmethoxy)-4-(2-methylindol-5-yloxy)quinazoline). Isolated yield 46.4%. Reaction SMILES: [CH3:1][C:2]1[NH:3][C:4]2[C:9]([CH:10]=1)=[CH:8][C:7]([O:11][C:12]1[C:21]3[C:16](=[CH:17][C:18]([O:22][CH2:23][CH:24]4[CH2:29][CH2:28][NH:27][CH2:26][CH2:25]4)=[CH:19][CH:20]=3)[N:15]=[CH:14][N:13]=1)=[CH:6][CH:5]=2.[CH3:30][O:31][CH2:32][CH:33]=O>>[CH3:30][O:31][CH2:32][CH2:33][N:27]1[CH2:28][CH2:29][CH:24]([CH2:23][O:22][C:18]2[CH:17]=[C:16]3[C:21]([C:12]([O:11][C:7]4[CH:8]=[C:9]5[C:4](=[CH:5][CH:6]=4)[NH:3][C:2]([CH3:1])=[CH:10]5)=[N:13][CH:14]=[N:15]3)=[CH:20][CH:19]=2)[CH2:25][CH2:26]1. Procedure: Using an analogous procedure to that described for Example 71, 4-(2-methylindol-5-yloxy)-7-(piperidin-4-ylmethoxy)quinazoline (150 mg, 0.386 mmol), (prepared as described in Example 122), was reacted with methoxyacetaldehyde (83 mg, 0.772 mmol), (prepared as described for the starting material in Example 71), to give 7-(1-(2-methoxyethyl)piperidin-4-ylmethoxy)-4-(2-methylindol-5-yloxy)quinazoline (80 mg, 46%). Starting materials: CC(C)(C)C(=O)Cl, CC(C)(C)OC(=O)N1CCCC1C(=O)O, CN1CCOCC1, CCOC(C)=O, c1ccc2c(c1)CCNC2C1CCCCC1, ClCCCl, Cl, Cl. Product: CC(C)(C)OC(=O)N1CCCC1C(=O)N1CCc2ccccc2C1C1CCCCC1. Reaction SMILES: [C:23]([Cl:24])(=[O:25])[C:26]([CH3:27])([CH3:28])[CH3:29].[C:8]([CH3:9])([CH3:10])([CH3:11])[O:12][C:13](=[O:14])[N:15]1[CH:16]([C:17](=[O:18])[OH:19])[CH2:20][CH2:21][CH2:22]1.[CH3:1][N:2]1[CH2:3][CH2:4][O:5][CH2:6][CH2:7]1.[CH3:52][CH2:53][O:54][C:55]([CH3:56])=[O:57].[CH:31]1([CH:37]2[NH:38][CH2:39][CH2:40][c:41]3[cH:42][cH:43][cH:44][cH:45][c:46]32)[CH2:32][CH2:33][CH2:34][CH2:35][CH2:36]1.[Cl:48][CH2:49][CH2:50][Cl:51].[ClH:30].[ClH:47]>>[C:8]([CH3:9])([CH3:10])([CH3:11])[O:12][C:13](=[O:14])[N:15]1[CH:16]([C:17](=[O:19])[N:38]2[CH:37]([CH:31]3[CH2:32][CH2:33][CH2:34][CH2:35][CH2:36]3)[c:46]3[c:41]([cH:42][cH:43][cH:44][cH:45]3)[CH2:40][CH2:39]2)[CH2:20][CH2:21][CH2:22]1. The reactants are O=C1N(CCC1(C1=CC=CC=C1)C1=CC=CC=C1)CC(=O)O (2-(2-oxo-3,3-diphenylpyrrolidin-1-yl)acetic acid), ON\C(\C1=CC=C(C=C1)C(F)(F)F)=N/[H] ((Z)—N-hydroxy-4-(trifluoromethyl)benzimidamide), FC1=CC=C(C=C1)C1(C(N(CC1)CC(=O)O)=O)C1=CC=C(C=C1)F (2-(3,3-bis(4-fluorophenyl)-2-oxopyrrolidin-1-yl)acetic acid), FC=1C=C(/C(/NO)=N/[H])C=C(C1)F ((Z)-3,5-difluoro-N-hydroxybenzimidamide). Product: FC=1C=C(C=C(C1)F)C1=NOC(=N1)CN1C(C(CC1)(C1=CC=CC=C1)C1=CC=CC=C1)=O (1-{[3-(3,5-difluorophenyl)-1,2,4-oxadiazol-5-yl]methyl}-3,3-diphenylpyrrolidin-2-one). RXN SMILES: [O:1]=[C:2]1[C:6]([C:13]2[CH:18]=[CH:17][CH:16]=[CH:15][CH:14]=2)([C:7]2[CH:12]=[CH:11][CH:10]=[CH:9][CH:8]=2)[CH2:5][CH2:4][N:3]1[CH2:19][C:20]([OH:22])=O.FC1C=CC(C2(C3C=CC(F)=CC=3)CCN(CC(O)=O)C2=O)=CC=1.[F:47][C:48]1[CH:49]=[C:50]([CH:56]=[C:57]([F:59])[CH:58]=1)/[C:51](=[N:54]/[H])/[NH:52]O.ON/C(=N\[H])/C1C=CC(C(F)(F)F)=CC=1>>[F:47][C:48]1[CH:49]=[C:50]([C:51]2[N:54]=[C:20]([CH2:19][N:3]3[CH2:4][CH2:5][C:6]([C:7]4[CH:12]=[CH:11][CH:10]=[CH:9][CH:8]=4)([C:13]4[CH:18]=[CH:17][CH:16]=[CH:15][CH:14]=4)[C:2]3=[O:1])[O:22][N:52]=2)[CH:56]=[C:57]([F:59])[CH:58]=1. Procedure details: The title compound was prepared using the procedure described in Example 190 substituting 2-(2-oxo-3,3-diphenylpyrrolidin-1-yl)acetic acid from Example 1C for 2-(3,3-bis(4-fluorophenyl)-2-oxopyrrolidin-1-yl)acetic acid and (Z)-3,5-difluoro-N-hydroxybenzimidamide for (Z)—N-hydroxy-4-(trifluoromethyl)benzimidamide. 1H NMR (300 MHz, CDCl3) δ ppm 7.56-7.49 (m, 2H), 7.42-7.24 (m, 10H), 7.01-6.91 (m, 1H), 4.89 (s, 2H), 3.57 (t, 2H), 2.90 (t, J=6.5, 2H); MS (DCI) m/z 432.1 (M+H)+. Starting materials: C(C1=CC=CC=C1)N1C(=CC2=NC(=CC=C21)Cl)C2=CC=NN2C2OCCCC2 (1-benzyl-5-chloro-2-[1-(tetrahydro-2H-pyran-2-yl)-1H-pyrazol-5-yl]-1H-pyrrolo[3,2-b]pyridine), N(NC(=O)OC(C)(C)C)C(=O)OC(C)(C)C (di-tert-butyl hydrazine-1,2-dicarboxylate), C(=O)([O-])[O-].[Cs+].[Cs+] (Cs2CO3). Reagents/catalysts: C1(CCCCC1)P(C1=C(C=CC=C1)C1=C(C=C(C=C1C(C)C)C(C)C)C(C)C)C1CCCCC1.NC1=C(C=CC=C1)C1=C(C=CC=C1)[Pd]Cl (dicyclohexyl(2′,4′,6′-triisopropylbiphenyl-2-yl)phosphine (2′-aminobiphenyl-2-yl)(chloro)palladium). The solvent is C1(=CC=CC=C1)C (toluene). Conditions: temperature 110 celsius. Yields the product C(C1=CC=CC=C1)N1C(=CC2=NC(=CC=C21)N(NC(=O)OC(C)(C)C)C(=O)OC(C)(C)C)C2=CC=NN2C2OCCCC2 (di-tert-butyl 1-{1-benzyl-2-[1-(tetrahydro-2H-pyran-2-yl)-1H-pyrazol-5-yl]-1H-pyrrolo[3,2-b]pyridin-5-yl}hydrazine-1,2-dicarboxylate). As a reaction SMILES: [CH2:1]([N:8]1[C:16]2[C:11](=[N:12][C:13](Cl)=[CH:14][CH:15]=2)[CH:10]=[C:9]1[C:18]1[N:22]([CH:23]2[CH2:28][CH2:27][CH2:26][CH2:25][O:24]2)[N:21]=[CH:20][CH:19]=1)[C:2]1[CH:7]=[CH:6][CH:5]=[CH:4][CH:3]=1.[NH:29]([C:38]([O:40][C:41]([CH3:44])([CH3:43])[CH3:42])=[O:39])[NH:30][C:31]([O:33][C:34]([CH3:37])([CH3:36])[CH3:35])=[O:32].C([O-])([O-])=O.[Cs+].[Cs+]>C1(C)C=CC=CC=1.C1(P(C2CCCCC2)C2C=CC=CC=2C2C(C(C)C)=CC(C(C)C)=CC=2C(C)C)CCCCC1.NC1C=CC=CC=1C1C=CC=CC=1[Pd]Cl>[CH2:1]([N:8]1[C:16]2[C:11](=[N:12][C:13]([N:29]([C:38]([O:40][C:41]([CH3:44])([CH3:43])[CH3:42])=[O:39])[NH:30][C:31]([O:33][C:34]([CH3:35])([CH3:36])[CH3:37])=[O:32])=[CH:14][CH:15]=2)[CH:10]=[C:9]1[C:18]1[N:22]([CH:23]2[CH2:28][CH2:27][CH2:26][CH2:25][O:24]2)[N:21]=[CH:20][CH:19]=1)[C:2]1[CH:7]=[CH:6][CH:5]=[CH:4][CH:3]=1 |f:2.3.4,6.7|. Procedure details: 1-Benzyl-5-chloro-2-[1-(tetrahydro-2H-pyran-2-yl)-1H-pyrazol-5-yl]-1H-pyrrolo[3,2-b]pyridine (0.075 g, 0.19 mmol, from Step 3), di-tert-butyl hydrazine-1,2-dicarboxylate (0.049 g, 0.21 mmol, Aldrich) and Cs2CO3 (0.062 g, 0.19 mmol, Aldrich) were combined in toluene (1.7 mL) and dicyclohexyl(2′,4′,6′-triisopropylbiphenyl-2-yl)phosphine-(2′-aminobiphenyl-2-yl)(chloro)palladium (1:1) (0.015 g, 0.019 mmol, Aldrich) was added. The mixture was degassed by a stream of nitrogen through the solution for ... Starting materials: CO, Cl, COC(=O)C1CC(N=[N+]=[N-])CN(C(=O)OC(C)(C)C)C1. Yields the product Cl, COC(=O)C1CNCC(N=[N+]=[N-])C1. Reaction SMILES: [CH3:22][OH:23].[ClH:21].[N:1](=[N+:2]=[N-:3])[CH:4]1[CH2:5][CH:6]([C:17](=[O:18])[O:19][CH3:20])[CH2:7][N:8]([C:10]([O:11][C:12]([CH3:13])([CH3:14])[CH3:15])=[O:16])[CH2:9]1>>[ClH:21].[N:1](=[N+:2]=[N-:3])[CH:4]1[CH2:5][CH:6]([C:17](=[O:18])[O:19][CH3:20])[CH2:7][NH:8][CH2:9]1.